This data is from the Open Reaction Database (ORD), a public repository of structured organic reaction records. The task is: describe an organic reaction: reactants, conditions, products, and yield Starting materials: CO, COC(=O)c1ccc(Oc2cc(N)nc(N)n2)cc1, NN. Yields the product NNC(=O)c1ccc(Oc2cc(N)nc(N)n2)cc1. RXN SMILES: [CH3:22][OH:23].[NH2:1][c:2]1[n:3][c:4]([NH2:19])[cH:5][c:6]([O:8][c:9]2[cH:10][cH:11][c:12]([C:13](=[O:14])[O:15][CH3:16])[cH:17][cH:18]2)[n:7]1.[NH2:20][NH2:21]>>[NH2:1][c:2]1[n:3][c:4]([NH2:19])[cH:5][c:6]([O:8][c:9]2[cH:10][cH:11][c:12]([C:13](=[O:14])[NH:20][NH2:21])[cH:17][cH:18]2)[n:7]1. The reactants are COC(=O)NN, Cc1ccccc1, CC(=O)O, CO, O=Cc1[nH]c(-c2ccccc2)nc1I. The product is COC(=O)NN=C(C)c1nc(-c2ccccc2)[nH]c1I. As a reaction SMILES: [C:26]([NH:27][NH2:28])(=[O:29])[O:30][CH3:31].[CH3:15][c:16]1[cH:17][cH:18][cH:19][cH:20][cH:21]1.[CH3:22][C:23](=[O:24])[OH:25].[CH3:32][OH:33].[I:1][c:2]1[n:3][c:4](-[c:9]2[cH:10][cH:11][cH:12][cH:13][cH:14]2)[nH:5][c:6]1[CH:7]=[O:8]>>[I:1][c:2]1[nH:3][c:4](-[c:9]2[cH:10][cH:11][cH:12][cH:13][cH:14]2)[n:5][c:6]1[C:7]([CH3:22])=[N:28][NH:27][C:26](=[O:29])[O:30][CH3:31].